Task: describe an organic reaction: reactants, conditions, products, and yield. Dataset: the Open Reaction Database (ORD), a public repository of structured organic reaction records Yields the product COc1cc2c(Cl)c(C(=O)N3CCOCC3)sc2c(Br)c1OC. The reactants are COc1cc2c(Cl)c(C(=O)N3CCOCC3)sc2c(Br)c1O, CN1CCCC1=O, CCN(C(C)C)C(C)C, O. As a reaction SMILES: [Br:1][c:2]1[c:3]([OH:22])[c:4]([O:20][CH3:21])[cH:5][c:6]2[c:7]1[s:8][c:9]([C:12](=[O:13])[N:14]1[CH2:15][CH2:16][O:17][CH2:18][CH2:19]1)[c:10]2[Cl:11].[CH3:33][N:34]1[CH2:35][CH2:36][CH2:37][C:38]1=[O:39].[CH:23]([N:24]([CH:25]([CH3:26])[CH3:27])[CH2:28][CH3:29])([CH3:30])[CH3:31].[OH2:32]>>[Br:1][c:2]1[c:3]([O:22][CH3:23])[c:4]([O:20][CH3:21])[cH:5][c:6]2[c:7]1[s:8][c:9]([C:12](=[O:13])[N:14]1[CH2:15][CH2:16][O:17][CH2:18][CH2:19]1)[c:10]2[Cl:11]. Starting materials: CC(C)n1cc(C(=O)C(F)(F)F)c2ccc([N+](=O)[O-])cc21, [Na+], [OH-]. Product: CC(C)n1cc(C(=O)O)c2ccc([N+](=O)[O-])cc21. As a reaction SMILES: [F:1][C:2]([C:3](=[O:4])[c:5]1[cH:6][n:7]([CH:17]([CH3:18])[CH3:19])[c:8]2[cH:9][c:10]([N+:14](=[O:15])[O-:16])[cH:11][cH:12][c:13]12)([F:20])[F:21].[Na+:23].[OH-:22]>>[C:3]([OH:4])([c:5]1[cH:6][n:7]([CH:17]([CH3:18])[CH3:19])[c:8]2[cH:9][c:10]([N+:14](=[O:15])[O-:16])[cH:11][cH:12][c:13]12)=[O:22]. Reactants: COc1cnc2[nH]c(C(=CC3CCCO3)c3ccc(S(C)(=O)=O)cc3)cc2c1, CO. Yields the product COc1cnc2[nH]c(C(CC3CCCO3)c3ccc(S(C)(=O)=O)cc3)cc2c1. As a reaction SMILES: [CH3:1][S:2](=[O:3])(=[O:4])[c:5]1[cH:6][cH:7][c:8]([C:11](=[CH:12][CH:13]2[O:14][CH2:15][CH2:16][CH2:17]2)[c:18]2[cH:19][c:20]3[c:21]([n:22][cH:23][c:24]([O:26][CH3:27])[cH:25]3)[nH:28]2)[cH:9][cH:10]1.[CH3:29][OH:30]>>[CH3:1][S:2](=[O:3])(=[O:4])[c:5]1[cH:6][cH:7][c:8]([CH:11]([CH2:12][CH:13]2[O:14][CH2:15][CH2:16][CH2:17]2)[c:18]2[cH:19][c:20]3[c:21]([n:22][cH:23][c:24]([O:26][CH3:27])[cH:25]3)[nH:28]2)[cH:9][cH:10]1. The reactants are Cl (HCl), C(CCC)C1=NN=C(N1CC1=CC=C(C=C1)OC(C1=CC=CC=C1)C(=O)O)SCC1=CC=C(C=C1)Cl (3-butyl-4-[[4-[1-carboxy-1-phenylmethoxy]phenyl]methyl]-5-(4-chlorobenzylthio) -4H-1,2,4-triazole), OO (hydrogen peroxide). The reagents and catalysts are C(C)(=O)O (acetic acid). The solvent is CCOC(=O)C (EtOAc), C(C)(=O)O (acetic acid), O (H2O). Conditions: time 16 hour. Product: C(CCC)C1=NN=C(N1CC1=CC=C(C=C1)OC(C1=CC=CC=C1)C(=O)O)S(=O)CC1=CC=C(C=C1)Cl (3-Butyl-4-[[4-(1-carboxy-1-phenylmethoxy)phenyl]methyl]-5-(4-chlorobenzylsulfinyl) -4H-1,2,4-triazole). The yield is 51.0%. Reaction SMILES: [CH2:1]([C:5]1[N:9]([CH2:10][C:11]2[CH:16]=[CH:15][C:14]([O:17][CH:18]([C:25]([OH:27])=[O:26])[C:19]3[CH:24]=[CH:23][CH:22]=[CH:21][CH:20]=3)=[CH:13][CH:12]=2)[C:8]([S:28][CH2:29][C:30]2[CH:35]=[CH:34][C:33]([Cl:36])=[CH:32][CH:31]=2)=[N:7][N:6]=1)[CH2:2][CH2:3][CH3:4].[OH:37]O.Cl>C(O)(=O)C.O.CCOC(C)=O>[CH2:1]([C:5]1[N:9]([CH2:10][C:11]2[CH:12]=[CH:13][C:14]([O:17][CH:18]([C:25]([OH:27])=[O:26])[C:19]3[CH:24]=[CH:23][CH:22]=[CH:21][CH:20]=3)=[CH:15][CH:16]=2)[C:8]([S:28]([CH2:29][C:30]2[CH:31]=[CH:32][C:33]([Cl:36])=[CH:34][CH:35]=2)=[O:37])=[N:7][N:6]=1)[CH2:2][CH2:3][CH3:4]. Procedure details: To a stirred solution of 60 mg (0.11 mmol) of 3-butyl-4-[[4-[1-carboxy-1-phenylmethoxy]phenyl]methyl]-5-(4-chlorobenzylthio) -4H-1,2,4-triazole from (Example 5) in 0.75 ml of glacial acetic acid was added gradually 0.75 ml of 30% hydrogen peroxide in H2O. The solution became turbid during the addition but largely clarified within a few minutes. After adding an additional 4 drops of acetic acid, the mixture was stirred at room temperature in a stoppered flask for 16 hours. It was then diluted wit... The reactants are [N+](=O)([O-])C1=C(C=CC=C1)SC[C@@H](NC(=O)OCC1=CC=CC=C1)C(=O)O (S-(o-nitrophenyl)-N-carbobenzyloxy-D-cysteine), CO (methanol), [Cl-].[NH4+] (ammonium chloride). Reagents/catalysts: [Zn] (zinc). Reaction conditions: time 0.5 hour. The product is NC1=C(C=CC=C1)SC[C@@H](NC(=O)OCC1=CC=CC=C1)C(=O)O (S-(o-aminophenyl)-N-carbobenzyloxy-D-cysteine). The yield is 83.7%. RXN SMILES: [N+:1]([C:4]1[CH:9]=[CH:8][CH:7]=[CH:6][C:5]=1[S:10][CH2:11][C@H:12]([C:24]([OH:26])=[O:25])[NH:13][C:14]([O:16][CH2:17][C:18]1[CH:23]=[CH:22][CH:21]=[CH:20][CH:19]=1)=[O:15])([O-])=O.CO.[Cl-].[NH4+]>[Zn]>[NH2:1][C:4]1[CH:9]=[CH:8][CH:7]=[CH:6][C:5]=1[S:10][CH2:11][C@H:12]([C:24]([OH:26])=[O:25])[NH:13][C:14]([O:16][CH2:17][C:18]1[CH:19]=[CH:20][CH:21]=[CH:22][CH:23]=1)=[O:15] |f:2.3|. Reported procedure: To a yellow solution of 17.0 g (45.2 mmol) of S-(o-nitrophenyl)-N-carbobenzyloxy-D-cysteine in 800 mL of methanol containing 4.84 g (90.4 mmol) of ammonium chloride (NH4Cl) was added 41.1 g (633 mmol) of zinc dust. The resulting gray slurry was refluxed for 4 hours. The hot solution was then filtered, and the solid residue washed with an additional 200 mL of methanol. The filtrate was evaporated and the solid residue triturated with 320 mL of 1N HCl. Upon stirring for 1/2 hour, the initial gummy...